Task: describe an organic reaction: reactants, conditions, products, and yield. Dataset: the Open Reaction Database (ORD), a public repository of structured organic reaction records Starting materials: NC[C@@H](C(=O)O)NC(=O)OCC1=CC=CC=C1 ((2S)-3-amino-2-benzyloxycarbonylaminopropionic acid), C(=O)(O)[O-].[Na+] (NaHCO3), N#N (N2), CC(C)=C (isobutylene), CC(C)=C (isobutylene). Solvent: C(C)OCC (diethyl ether), O1CCOCC1 (dioxane). Product: NC[C@@H](C(=O)OC(C)(C)C)NC(=O)OCC1=CC=CC=C1 (tert-Butyl (2S)-3-amino-2-benzyloxycarbonylaminopropionate). RXN SMILES: [NH2:1][CH2:2][C@H:3]([NH:7][C:8]([O:10][CH2:11][C:12]1[CH:17]=[CH:16][CH:15]=[CH:14][CH:13]=1)=[O:9])[C:4]([OH:6])=[O:5].N#N.[CH3:20][C:21](=[CH2:23])[CH3:22].C([O-])(O)=O.[Na+]>O1CCOCC1.C(OCC)C>[NH2:1][CH2:2][C@H:3]([NH:7][C:8]([O:10][CH2:11][C:12]1[CH:17]=[CH:16][CH:15]=[CH:14][CH:13]=1)=[O:9])[C:4]([O:6][C:21]([CH3:23])([CH3:22])[CH3:20])=[O:5] |f:3.4|. Procedure: 10 g (42 mmol) of (2S)-3-amino-2-benzyloxycarbonylaminopropionic acid were shaken in an autoclave at 20 atm. N2 pressure for 3 days in a mixture of 100 ml of dioxane, 100 ml of isobutylene and 8 ml of conc. H2SO4Excess isobutylene was blown out and 150 ml of diethyl ether and 150 ml of saturated NaHCO3 solution were added to the remaining solution. The phases were separated and the aqueous phase was extracted twice using 100 ml of diethyl ether each time. The combined organic phases were washed ... The reactants are Cl (hydrochloric acid), Cl.FC=1C=C(C=CC1)C(=COCCN1CC(=CCC1)C(=O)O)C1=CC(=CC=C1)F (1-[2-[[2,2-bis(3-Fluorophenyl)ethenyl]oxy]ethyl]-1,2,5,6-tetrahydro-3-pyridine carboxylic acid hydrochloride), O (water), [OH-].[Na+] (sodium hydroxide). Solvent: C(C)O (ethanol). Run at time 2.5 hour. The product is Cl.C1(=CC=CC=C1)C(=COCCN1CC(=CCC1)C(=O)O)C1=CC=CC=C1 (1-[2-[[2,2-Diphenylethenyl]oxy]ethyl]-1,2,5,6-tetrahydro-3-pyridine carboxylic acid hydrochloride). The yield is 95.8%. Reaction SMILES: [ClH:1].F[C:3]1[CH:4]=[C:5]([C:9]([C:23]2[CH:28]=[CH:27][CH:26]=[C:25](F)[CH:24]=2)=[CH:10][O:11][CH2:12][CH2:13][N:14]2[CH2:19][CH2:18][CH:17]=[C:16]([C:20]([OH:22])=[O:21])[CH2:15]2)[CH:6]=[CH:7][CH:8]=1.[OH-].[Na+].O.Cl>C(O)C>[ClH:1].[C:23]1([C:9]([C:5]2[CH:6]=[CH:7][CH:8]=[CH:3][CH:4]=2)=[CH:10][O:11][CH2:12][CH2:13][N:14]2[CH2:19][CH2:18][CH:17]=[C:16]([C:20]([OH:22])=[O:21])[CH2:15]2)[CH:24]=[CH:25][CH:26]=[CH:27][CH:28]=1 |f:0.1,2.3,7.8|. Procedure: 1-[2-[[2,2-Diphenylethenyl]oxy]ethyl]-1,2,5,6-tetrahydro-3-pyridine carboxylic acid methyl ester (4.33 g, 0.01147 mol) (prepared as described in Method D) was dissolved in ethanol (50 ml) and 10 N sodium hydroxide solution (11.5 ml) was introduced, followed by water (5 ml). The solution was stirred at room temperature for 2.5 h and stored at 4° C. for 18 h. 2 N hydrochloric acid solution was added until the pH reached ca. 2, and the mixture was extracted with dichloromethane (3 × 60 ml). The com... The reactants are C1(=C(C(=C(C(=C1F)F)F)N)F)N.Cl.Cl (dihydrochloride), [N+](=O)([O-])C1=CC(=C(C=C1)NC(CO)CO)C (2-(4-nitro-2-methylphenylamino)propane-1,3-diol). Reagents/catalysts: [Zn].[Cl-].[NH4+].O.C(C)O (zinc ammonium chloride water ethanol). Product: Cl.Cl.NC1=CC(=C(C=C1)NC(CO)CO)C (2-(4-amino-2-methylphenylamino)propane-1,3-diol Dihydrochloride). RXN SMILES: [N+:1]([C:4]1[CH:9]=[CH:8][C:7]([NH:10][CH:11]([CH2:14][OH:15])[CH2:12][OH:13])=[C:6]([CH3:16])[CH:5]=1)([O-])=O.C1(N)C(F)=C(F)C(F)=C(N)C=1F.[ClH:29].Cl>[Zn].[Cl-].[NH4+].O.C(O)C>[ClH:29].[ClH:29].[NH2:1][C:4]1[CH:9]=[CH:8][C:7]([NH:10][CH:11]([CH2:12][OH:13])[CH2:14][OH:15])=[C:6]([CH3:16])[CH:5]=1 |f:1.2.3,4.5.6.7.8,9.10.11|. Procedure: The 2-(4-nitro-2-methylphenylamino)propane-1,3-diol (13) obtained above was reduced with a boiling zinc/ammonium chloride/water/ethanol mixture. The corresponding amine was isolated in dihydrochloride form. The reactants are C(C)(C)(C)OC(=O)NCCN1N=C(C=C1C(=O)OC)C1=CC=CC=C1 (Methyl 1-(2-(tert-butoxycarbonylamino)ethyl)-3-phenyl-1H-pyrazole-5-carboxylate), [BH4-].[Na+] (sodium borohydride), [BH4-].[Na+] (sodium borohydride). As a reaction SMILES: [C:1]([O:5][C:6]([NH:8][CH2:9][CH2:10][N:11]1[C:15]([C:16](OC)=[O:17])=[CH:14][C:13]([C:20]2[CH:25]=[CH:24][CH:23]=[CH:22][CH:21]=2)=[N:12]1)=[O:7])([CH3:4])([CH3:3])[CH3:2].[BH4-].[Na+]>CO>[OH:17][CH2:16][C:15]1[N:11]([CH2:10][CH2:9][NH:8][C:6](=[O:7])[O:5][C:1]([CH3:4])([CH3:2])[CH3:3])[N:12]=[C:13]([C:20]2[CH:25]=[CH:24][CH:23]=[CH:22][CH:21]=2)[CH:14]=1 |f:1.2|. Isolated yield 44.4%. The solvent is CO (methanol). Procedure details: The compound prepared in Example 121 (0.620 g) was suspended in methanol (30 mL) and sodium borohydride (0.088 g) was added portion-wise to the stirred reaction mixture at room temperature. Excess sodium borohydride was added portion-wise to the reaction mixture and the system heated at reflux overnight. The reaction mixture was cooled to room temperature and concentrated under reduced pressure. The solids were partitioned between saturated aqueous ammonium chloride and ethyl acetate. The organi... The product is OCC1=CC(=NN1CCNC(OC(C)(C)C)=O)C1=CC=CC=C1 (tert-Butyl 2-(5-(hydroxymethyl)-3-phenyl-1H-pyrazol-1-yl)ethylcarbamate). Reactants: [OH-].[Na+] (sodium hydroxide), Cl (HCl), C(C)N(C1=CC=C(C=C1)C(C(=O)O)(C)C1=CC=C(C=C1)N(CC)CC)CC (2,2-bis(4-diethylaminophenyl)propionic acid), ferric chloride. Conditions: time 2 hour. Product: C(C)N(C1=CC=C(C=C1)C(=C)C1=CC=C(C=C1)N(CC)CC)CC (1,1-bis(4-diethylaminophenyl)ethylene). Isolated yield 74.3%. Reaction SMILES: Cl.[CH2:2]([N:4]([CH2:27][CH3:28])[C:5]1[CH:10]=[CH:9][C:8]([C:11]([C:16]2[CH:21]=[CH:20][C:19]([N:22]([CH2:25][CH3:26])[CH2:23][CH3:24])=[CH:18][CH:17]=2)(C)[C:12](O)=O)=[CH:7][CH:6]=1)[CH3:3].[OH-].[Na+]>>[CH2:25]([N:22]([CH2:23][CH3:24])[C:19]1[CH:20]=[CH:21][C:16]([C:11]([C:8]2[CH:7]=[CH:6][C:5]([N:4]([CH2:27][CH3:28])[CH2:2][CH3:3])=[CH:10][CH:9]=2)=[CH2:12])=[CH:17][CH:18]=1)[CH3:26] |f:2.3|. Procedure details: Into 200 ml of IN--HCl solution was dissolved 10 g of 2,2-bis(4-diethylaminophenyl)propionic acid. Thereto was gradually added 5.7 g of ferric chloride at room temperature and the mixture was reacted with stirring for 2 hours. The reaction mixture was adjusted to alkaline with addition of aqueous solution of sodium hydroxide and then extracted with 50 ml of toluene. The toluene layer was concentrated at a reduced pressure to obtain crystals. The crystal was recrystallized from ethanol to give 6.... Reactants: CCO, COc1ccc(F)cc1CC(Cl)C=O, COc1ccc(F)cc1Cc1cnc(N)s1, NC(N)=S. The product is COc1ccc(F)cc1N. As a reaction SMILES: [CH3:35][CH2:36][OH:37].[Cl:17][CH:18]([CH2:19][c:20]1[cH:21][c:22]([F:23])[cH:24][cH:25][c:26]1[O:27][CH3:28])[CH:29]=[O:30].[F:1][c:2]1[cH:3][cH:4][c:5]([O:15][CH3:16])[c:6]([CH2:7][c:8]2[s:9][c:10]([NH2:11])[n:12][cH:13]2)[cH:14]1.[NH2:31][C:32](=[S:33])[NH2:34]>>[F:1][c:2]1[cH:3][cH:4][c:5]([O:15][CH3:16])[c:6]([NH2:31])[cH:14]1. The reactants are FC(F)(F)c1cc(Cl)ccc1CBr, O=Cc1ccc2[nH]ncc2c1. The product is O=Cc1ccc2c(cnn2Cc2ccc(Cl)cc2C(F)(F)F)c1. RXN SMILES: [Br:12][CH2:13][c:14]1[c:15]([C:21]([F:22])([F:23])[F:24])[cH:16][c:17]([Cl:20])[cH:18][cH:19]1.[nH:1]1[n:2][cH:3][c:4]2[cH:5][c:6]([CH:10]=[O:11])[cH:7][cH:8][c:9]12>>[n:1]1([CH2:13][c:14]2[c:15]([C:21]([F:22])([F:23])[F:24])[cH:16][c:17]([Cl:20])[cH:18][cH:19]2)[n:2][cH:3][c:4]2[cH:5][c:6]([CH:10]=[O:11])[cH:7][cH:8][c:9]12. Starting materials: [H-].[H-].[H-].[H-].[Li+].[Al+3] (LiAlH4), N(=[N+]=[N-])C1C2CN(C(C1)CC2)C(=O)OCC ((±)-5-azido-2-carbethoxy-2-azabicyclo[2,2,2]octane). Run in C1CCOC1 (THF). Product: NC1C2CN(C(C1)CC2)C ((±) 5-amino-2-methyl-2-azabicyclo[2,2,2]octane). The yield is 73.1%. As a reaction SMILES: [H-].[H-].[H-].[H-].[Li+].[Al+3].[N:7]([CH:10]1[CH2:15][CH:14]2[CH2:16][CH2:17][CH:11]1[CH2:12][N:13]2[C:18](OCC)=O)=[N+]=[N-]>C1COCC1>[NH2:7][CH:10]1[CH2:15][CH:14]2[CH2:16][CH2:17][CH:11]1[CH2:12][N:13]2[CH3:18] |f:0.1.2.3.4.5|. Reported procedure: To a stirred suspension of LiAlH4 (2 g) in dry THF (100 was added a solution of the (±)-5-azido-2-carbethoxy-2-azabicyclo[2,2,2]octane (D3a) (3.5 g) under dry nitrogen and the mixture heated under reflux for 5 hrs. Normal basic work-up afforded the crude (±) 5-amino-2-methyl-2-azabicyclo[2,2,2]octane (D4a) (1.6 g, 70%), purified by distillation (b.p. 75°/5 mmHg).